This data is from the Open Reaction Database (ORD), a public repository of structured organic reaction records. The task is: describe an organic reaction: reactants, conditions, products, and yield Reactants: FC1=C(C(=O)O)C=CC(=C1)[N+](=O)[O-] (2-fluoro-4-nitro-benzoic acid), [H][H] (hydrogen). The reagents and catalysts are [Pd] (palladium/charcoal). Solvent: C1CCOC1 (THF). The product is NC1=CC(=C(C(=O)O)C=C1)F (4-Amino-2-fluoro-benzoic acid). As a reaction SMILES: [F:1][C:2]1[CH:10]=[C:9]([N+:11]([O-])=O)[CH:8]=[CH:7][C:3]=1[C:4]([OH:6])=[O:5].[H][H]>C1COCC1.[Pd]>[NH2:11][C:9]1[CH:8]=[CH:7][C:3]([C:4]([OH:6])=[O:5])=[C:2]([F:1])[CH:10]=1. Procedure details: A solution of 2-fluoro-4-nitro-benzoic acid (2.8 g, 15.1 mmol) in 100 mL THF was combined with palladium/charcoal 10% (250 mg) and hydrogenated for 6.5 h in a Parr apparatus at ambient temperature at 3 bar hydrogen pressure. Then the mixture is filtered. Reactants: CC1(COC1)CO ((3-Methyloxetan-3-yl)methanol), C=1(C(=CC=CC1)S(=O)(=O)Cl)C (toluene sulfonylchloride), N1=CC=CC=C1 (pyridine). Conditions: time 2 hour. The product is CC1(COC1)COS(=O)(=O)C1=CC=C(C=C1)C (toluene-4-sulfonic acid 3-methyl-oxetan-3-ylmethyl ester). As a reaction SMILES: [CH3:1][C:2]1([CH2:6][OH:7])[CH2:5][O:4][CH2:3]1.[C:8]1(C)[C:9]([S:14](Cl)(=[O:16])=[O:15])=[CH:10][CH:11]=[CH:12][CH:13]=1.N1C=CC=C[CH:20]=1>>[CH3:1][C:2]1([CH2:6][O:7][S:14]([C:9]2[CH:8]=[CH:13][C:12]([CH3:20])=[CH:11][CH:10]=2)(=[O:15])=[O:16])[CH2:5][O:4][CH2:3]1. Procedure: (3-Methyloxetan-3-yl)methanol (20 g, 190 mmol) was added to a solution of toluene sulfonylchloride (54.3 g, 285 mmol) in dry pyridine (100 ml) and the reaction mixture was stirred at room temperature for 2 h. The reaction mixture was poured into crushed ice and stirred vigorously for 30 min. The precipitates were filtered and dried to give toluene-4-sulfonic acid 3-methyl-oxetan-3-ylmethyl ester (37 g) as a white powder. The yield is 79.7%. Reactants: C(C)OC(CCCOC1=C(C(=CC=C1)CCCCCCOC1=CC(=CC(=C1)S(=O)(=O)CC)Br)CCC(=O)OCC)=O (4-[3-[6-(3-bromo-5-ethanesulfonyl-phenoxy)-hexyl]-2-(2-ethoxycarbonyl-ethyl)-phenoxy]-butyric acid ethyl ester), FC1=CC=C(C=C1)B(O)O (4-fluoro-phenylboronic acid), C([O-])([O-])=O.[Cs+].[Cs+] (cesium carbonate). Reagents/catalysts: C1=CC=C(C=C1)P([C-]2C=CC=C2)C3=CC=CC=C3.C1=CC=C(C=C1)P([C-]2C=CC=C2)C3=CC=CC=C3.Cl[Pd]Cl.[Fe+2] ([1,1′-bis(diphenylphosphino)ferrocene]dichloropalladium(II)). RXN SMILES: [CH2:1]([O:3][C:4](=[O:41])[CH2:5][CH2:6][CH2:7][O:8][C:9]1[CH:14]=[CH:13][CH:12]=[C:11]([CH2:15][CH2:16][CH2:17][CH2:18][CH2:19][CH2:20][O:21][C:22]2[CH:27]=[C:26]([S:28]([CH2:31][CH3:32])(=[O:30])=[O:29])[CH:25]=[C:24](Br)[CH:23]=2)[C:10]=1[CH2:34][CH2:35][C:36]([O:38][CH2:39][CH3:40])=[O:37])[CH3:2].[F:42][C:43]1[CH:48]=[CH:47][C:46](B(O)O)=[CH:45][CH:44]=1.C(=O)([O-])[O-].[Cs+].[Cs+]>C1C=CC(P(C2C=CC=CC=2)[C-]2C=CC=C2)=CC=1.C1C=CC(P(C2C=CC=CC=2)[C-]2C=CC=C2)=CC=1.Cl[Pd]Cl.[Fe+2]>[CH2:1]([O:3][C:4](=[O:41])[CH2:5][CH2:6][CH2:7][O:8][C:9]1[CH:14]=[CH:13][CH:12]=[C:11]([CH2:15][CH2:16][CH2:17][CH2:18][CH2:19][CH2:20][O:21][C:22]2[CH:23]=[C:24]([C:46]3[CH:47]=[CH:48][C:43]([F:42])=[CH:44][CH:45]=3)[CH:25]=[C:26]([S:28]([CH2:31][CH3:32])(=[O:30])=[O:29])[CH:27]=2)[C:10]=1[CH2:34][CH2:35][C:36]([O:38][CH2:39][CH3:40])=[O:37])[CH3:2] |f:2.3.4,5.6.7.8|. Yields the product C(C)OC(CCCOC1=C(C(=CC=C1)CCCCCCOC=1C=C(C=C(C1)S(=O)(=O)CC)C1=CC=C(C=C1)F)CCC(=O)OCC)=O (4-[3-[6-(5-ethanesulfonyl-4′-fluoro-biphenyl-3-yloxy)-hexyl]-2-(2-ethoxycarbonyl-ethyl)-phenoxy]-butyric acid ethyl ester). Procedure details: A similar procedure as described in Example 41, step 1 was used, starting from 4-[3-[6-(3-bromo-5-ethanesulfonyl-phenoxy)-hexyl]-2-(2-ethoxycarbonyl-ethyl)-phenoxy]-butyric acid ethyl ester (150 mg, 0.23 mmol), 4-fluoro-phenylboronic acid (65.4 mg, 0.46 mmol), [1,1′-bis(diphenylphosphino)ferrocene]dichloropalladium(II) (25 mg, 0.034 mmol), and cesium carbonate (151 mg, 0.46 mmol) to afford 4-[3-[6-(5-ethanesulfonyl-4′-fluoro-biphenyl-3-yloxy)-hexyl]-2-(2-ethoxycarbonyl-ethyl)-phenoxy]-butyric ac... Reactants: CCOC(=O)C=C(C)Oc1ccc(C23CC4CC(CC(C4)C2)C3)cc1, CCO, [Na+], [OH-]. Product: CC(=CC(=O)O)Oc1ccc(C23CC4CC(CC(C4)C2)C3)cc1. RXN SMILES: [CH2:1]([CH3:2])[O:3][C:4]([CH:5]=[C:6]([CH3:7])[O:8][c:9]1[cH:10][cH:11][c:12]([C:15]23[CH2:16][CH:17]4[CH2:18][CH:19]([CH2:20][CH:21]([CH2:22]2)[CH2:23]4)[CH2:24]3)[cH:13][cH:14]1)=[O:25].[CH3:26][CH2:27][OH:28].[Na+:30].[OH-:29]>>[O:3]=[C:4]([CH:5]=[C:6]([CH3:7])[O:8][c:9]1[cH:10][cH:11][c:12]([C:15]23[CH2:16][CH:17]4[CH2:18][CH:19]([CH2:20][CH:21]([CH2:22]2)[CH2:23]4)[CH2:24]3)[cH:13][cH:14]1)[OH:25]. RXN SMILES: [CH3:27][Si:28]([CH:29]=[N+:30]=[N-:31])([CH3:32])[CH3:33].[CH3:37][OH:38].[Cl:1][c:2]1[cH:3][c:4]([CH2:5][N:6]2[C:7](=[O:22])[c:8]3[c:9]([OH:21])[cH:10][n:11][c:12]([C:16](=[O:17])[O:18][CH2:19][CH3:20])[c:13]3[CH2:14][CH2:15]2)[cH:23][cH:24][c:25]1[F:26].[Cl:34][CH2:35][Cl:36]>>[Cl:1][c:2]1[cH:3][c:4]([CH2:5][N:6]2[C:7](=[O:22])[c:8]3[c:9]([O:21][CH3:27])[cH:10][n:11][c:12]([C:16](=[O:17])[O:18][CH2:19][CH3:20])[c:13]3[CH2:14][CH2:15]2)[cH:23][cH:24][c:25]1[F:26]. The reactants are C[Si](C)(C)C=[N+]=[N-], CO, CCOC(=O)c1ncc(O)c2c1CCN(Cc1ccc(F)c(Cl)c1)C2=O, ClCCl. Product: CCOC(=O)c1ncc(OC)c2c1CCN(Cc1ccc(F)c(Cl)c1)C2=O. Reactants: C1CCOC1, CS(=O)(=O)Cl, CO, Nc1ccc2c(c1)C(=C1C(=O)Nc3ccc(Cl)cc31)OC2, O, O, c1ccncc1. Yields the product CS(=O)(=O)Nc1ccc2c(c1)C(=C1C(=O)Nc3ccc(Cl)cc31)OC2. RXN SMILES: [CH2:34]1[O:35][CH2:36][CH2:37][CH2:38]1.[CH3:28][S:29]([Cl:30])(=[O:31])=[O:32].[CH3:39][OH:40].[NH2:1][c:2]1[cH:3][cH:4][c:5]2[c:9]([cH:10]1)[C:8](=[C:11]1[C:12](=[O:21])[NH:13][c:14]3[cH:15][cH:16][c:17]([Cl:20])[cH:18][c:19]31)[O:7][CH2:6]2.[OH2:33].[OH2:41].[cH:22]1[cH:23][cH:24][n:25][cH:26][cH:27]1>>[NH:1]([c:2]1[cH:3][cH:4][c:5]2[c:9]([cH:10]1)[C:8](=[C:11]1[C:12](=[O:21])[NH:13][c:14]3[cH:15][cH:16][c:17]([Cl:20])[cH:18][c:19]31)[O:7][CH2:6]2)[S:29]([CH3:28])(=[O:31])=[O:32]. Reactants: C(C1=CC=CC=C1)OC(=O)N(C1=NC=C(C=N1)OCCCC(=O)OCC)CC1=CC(=CC(=C1)C(F)(F)F)C(F)(F)F (Ethyl 4-{2-[benzyloxycarbonyl-(3,5-bis-trifluoromethyl-benzyl)-amino]-pyrimidin-5-yloxy}-butyrate). Reagents/catalysts: [C].[Pd] (palladium-carbon). Solvent: O1CCCC1 (tetrahydrofuran). Conditions: time 30 minute. Product: FC(C=1C=C(CNC2=NC=C(C=N2)OCCCC(=O)OCC)C=C(C1)C(F)(F)F)(F)F (ethyl 4-[2-(3,5-bis-trifluoromethyl-benzylamino)-pyrimidin-5-yloxy]-butyrate). Isolated yield 96.0%. As a reaction SMILES: C(OC([N:11]([CH2:27][C:28]1[CH:33]=[C:32]([C:34]([F:37])([F:36])[F:35])[CH:31]=[C:30]([C:38]([F:41])([F:40])[F:39])[CH:29]=1)[C:12]1[N:17]=[CH:16][C:15]([O:18][CH2:19][CH2:20][CH2:21][C:22]([O:24][CH2:25][CH3:26])=[O:23])=[CH:14][N:13]=1)=O)C1C=CC=CC=1>O1CCCC1.[C].[Pd]>[F:37][C:34]([F:35])([F:36])[C:32]1[CH:33]=[C:28]([CH:29]=[C:30]([C:38]([F:39])([F:40])[F:41])[CH:31]=1)[CH2:27][NH:11][C:12]1[N:13]=[CH:14][C:15]([O:18][CH2:19][CH2:20][CH2:21][C:22]([O:24][CH2:25][CH3:26])=[O:23])=[CH:16][N:17]=1 |f:2.3|. Reported procedure: Ethyl 4-{2-[benzyloxycarbonyl-(3,5-bis-trifluoromethyl-benzyl)-amino]-pyrimidin-5-yloxy}-butyrate (3.0 g) is dissolved in tetrahydrofuran (20 ml) and thereto is added 10% palladium-carbon (500 mg) and the mixture is stirred under hydrogen atmosphere at room temperature for 2 hours and 30 minutes. The catalyst is removed by filtration, and the filtrate is concentrated under reduced pressure. The resulting residue is purified by silica gel column chromatography (hexane:ethyl acetate=9:1→1:1) to gi... Starting materials: C1(CC1)CCCOC1=CC=C(C=C1)O (4-cyclopropylpropoxy-phenol), [OH-].[K+] (KOH), C(Br)C1CO1 (epibromohydrin). Solvent: O (water). Conditions: time 15 hour. The product is C1(CC1)CCCOC1=CC=C(OCC2CO2)C=C1 (1-(4-Cyclopropylpropoxy-phenoxy)-2,3-epoxy-propane). The yield is 100.0%. Reaction SMILES: [CH:1]1([CH2:4][CH2:5][CH2:6][O:7][C:8]2[CH:13]=[CH:12][C:11]([OH:14])=[CH:10][CH:9]=2)[CH2:3][CH2:2]1.[OH-].[K+].[CH2:17]([CH:19]1[O:21][CH2:20]1)Br>O>[CH:1]1([CH2:4][CH2:5][CH2:6][O:7][C:8]2[CH:13]=[CH:12][C:11]([O:14][CH2:17][CH:19]3[O:21][CH2:20]3)=[CH:10][CH:9]=2)[CH2:3][CH2:2]1 |f:1.2|. Reported procedure: A mixture of 9 g of 4-cyclopropylpropoxy-phenol, 150 ml of water, 3 g of KOH and 7.7 g of epibromohydrin is stirred for 15 hours at ambient temperature. The reaction mixture is extracted with ether and the extract is washed with N NaOH and then with water. The ether is evaporated and the excess epibromohydrin is removed by entrainment with xylene (distillation at 15 mm Hg). 1-(4-Cyclopropylpropoxy-phenoxy)-2,3-epoxy-propane is obtained in a yield of 100%. The reactants are COC(N(C)C)OC (N,N-dimethylformamide dimethyl acetal), OC1=CC(OC(=C1)C)=O (4-hydroxy-6-methyl-2-pyrone). Run in O1CCOCC1 (dioxane). Run at time 4 hour. Yields the product CN(C)C=C1C(OC(=CC1=O)C)=O (3-(Dimethylaminomethylene)-4-oxo-6-methyl-2-pyrone). As a reaction SMILES: CO[CH:3](OC)[N:4]([CH3:6])[CH3:5].[OH:9][C:10]1[CH:15]=[C:14]([CH3:16])[O:13][C:12](=[O:17])[CH:11]=1>O1CCOCC1>[CH3:6][N:4]([CH:3]=[C:11]1[C:10](=[O:9])[CH:15]=[C:14]([CH3:16])[O:13][C:12]1=[O:17])[CH3:5]. Procedure: N,N-dimethylformamide dimethyl acetal (150 ml) is added dropwise to a mixture of 4-hydroxy-6-methyl-2-pyrone (100 g) in dioxane (400 ml) at 0° C. over 20 minutes. The mixture is warmed to room temperature and stirred an additional 4 hours. The precipitated solid is filtered, washed with isopropanol and dried to give 85.0 g of the title compound. The filtrate is concentrated and isopropanol (300 ml) is added to the residue. This mixture is kept at 0° C. overnight to give an additional 18.8 g of t...